Dataset: the Open Reaction Database (ORD), a public repository of structured organic reaction records. Task: describe an organic reaction: reactants, conditions, products, and yield Starting materials: 2,3-disubstituted-3H-quinazolin-4-ones, C(CC)N (n-propylamine), CN (methylamine), Cl.ClC1=C2C(N(C(=NC2=C(C(=C1)Cl)O)CNC)CCC)=O (5,7-dichloro-8-hydroxy-2-methylaminomethyl-3-n-propyl-3H-quinazolin-4-one hydrochloride). Yields the product ClCC1=NC2=C(C(=CC(=C2C(N1CCC)=O)Cl)Cl)O (2-Chloromethyl-5,7-dichloro-8-hydroxy-3-n-propyl-3H-quinazolin-4-one). As a reaction SMILES: C(N)CC.CN.[ClH:7].[Cl:8][C:9]1[CH:18]=[C:17]([Cl:19])[C:16]([OH:20])=[C:15]2[C:10]=1[C:11](=[O:27])[N:12]([CH2:24][CH2:25][CH3:26])[C:13]([CH2:21]NC)=[N:14]2>>[Cl:7][CH2:21][C:13]1[N:12]([CH2:24][CH2:25][CH3:26])[C:11](=[O:27])[C:10]2[C:15](=[C:16]([OH:20])[C:17]([Cl:19])=[CH:18][C:9]=2[Cl:8])[N:14]=1 |f:2.3|. Procedure details: Other 2,3-disubstituted-3H-quinazolin-4-ones (4-9B-4-9E) prepared via substitution of n-propylamine (Step 1) and methylamine (Step 3) in Example 3 for the appropriate amine(s) are given in Table 6.